From a dataset of the Open Reaction Database (ORD), a public repository of structured organic reaction records. describe an organic reaction: reactants, conditions, products, and yield The reactants are O=C([O-])[O-], CI, CN(C)C=O, Cc1cc(C2=NOC(c3cc(Cl)cc(Cl)c3)(C(F)(F)F)C2)ccc1C(=O)Nc1cncnc1, [K+], [K+], O. The product is Cc1cc(C2=NOC(c3cc(Cl)cc(Cl)c3)(C(F)(F)F)C2)ccc1C(=O)N(C)c1cncnc1. Reaction SMILES: [C:36](=[O:37])([O-:38])[O-:39].[CH3:34][I:35].[CH3:43][N:44]([CH3:45])[CH:46]=[O:47].[Cl:1][c:2]1[cH:3][c:4]([C:9]2([C:30]([F:31])([F:32])[F:33])[CH2:10][C:11]([c:14]3[cH:15][c:16]([CH3:29])[c:17]([C:18](=[O:19])[NH:20][c:21]4[cH:22][n:23][cH:24][n:25][cH:26]4)[cH:27][cH:28]3)=[N:12][O:13]2)[cH:5][c:6]([Cl:8])[cH:7]1.[K+:40].[K+:41].[OH2:42]>>[Cl:1][c:2]1[cH:3][c:4]([C:9]2([C:30]([F:31])([F:32])[F:33])[CH2:10][C:11]([c:14]3[cH:15][c:16]([CH3:29])[c:17]([C:18](=[O:19])[N:20]([c:21]4[cH:22][n:23][cH:24][n:25][cH:26]4)[CH3:36])[cH:27][cH:28]3)=[N:12][O:13]2)[cH:5][c:6]([Cl:8])[cH:7]1.